From a dataset of the Open Reaction Database (ORD), a public repository of structured organic reaction records. describe an organic reaction: reactants, conditions, products, and yield Reactants: N[C@H](C(=O)NC1=CC(=CC=C1)C1=CC=NC=C1)CC1=CC=CC=C1 ((S)-2-Amino-3-phenyl-N-(3-(pyridin-4-yl)phenyl)propanamide), S1C=NC(=C1)C=O (thiazole-4-carbaldehyde), C(C)(=O)O[BH-](OC(C)=O)OC(C)=O.[Na+] (sodium triacetoxyborohydride), CCN(C(C)C)C(C)C (DIEA). Run in ClCCCl (DCE). Reaction conditions: time 1 hour. Yields the product C1(=CC=CC=C1)C[C@@H](C(=O)NC1=CC(=CC=C1)C1=CC=NC=C1)NCCC1CCOCC1 ((S)-3-Phenyl-N-(3-(pyridin-4-yl)phenyl)-2-(2-(tetrahydro-2H-pyran-4-yl)ethylamino)propanamide). The yield is 45.0%. As a reaction SMILES: [NH2:1][C@@H:2]([CH2:18][C:19]1[CH:24]=[CH:23][CH:22]=[CH:21][CH:20]=1)[C:3]([NH:5][C:6]1[CH:11]=[CH:10][CH:9]=[C:8]([C:12]2[CH:17]=[CH:16][N:15]=[CH:14][CH:13]=2)[CH:7]=1)=[O:4].S1[CH:29]=[C:28]([CH:30]=[O:31])N=C1.[C:32](O[BH-](OC(=O)C)OC(=O)C)(=O)[CH3:33].[Na+].[CH3:46][CH2:47]N(C(C)C)C(C)C>ClCCCl>[C:19]1([CH2:18][C@H:2]([NH:1][CH2:32][CH2:33][CH:29]2[CH2:47][CH2:46][O:31][CH2:30][CH2:28]2)[C:3]([NH:5][C:6]2[CH:11]=[CH:10][CH:9]=[C:8]([C:12]3[CH:13]=[CH:14][N:15]=[CH:16][CH:17]=3)[CH:7]=2)=[O:4])[CH:24]=[CH:23][CH:22]=[CH:21][CH:20]=1 |f:2.3|. Procedure details: To a 20 ml vial were added (S)-2-amino-3-phenyl-N-(3-(pyridin-4-yl)phenyl)propanamide 34.1.D (75 mg, 0.19 mmole), thiazole-4-carbaldehyde (20 mg, 0.18 mmole), sodium triacetoxyborohydride (60 mg, 2.9 mmole), 5 ml of DCE, and DIEA (99 μl, 0.57 mmole). The reaction was stirred at room temperature for 1 hour. The reaction was then partitioned between 10 ml of water and 20 ml of DCM and the solvent was removed by rotary evaporation. The crude was purified using reverse phase preparative HPLC to give... Reactants: CC(CNC[C@H](C1=CC=CC=C1)N1C=NC(=C1)[N+](=O)[O-])(C)C ((S)-2,2-dimethyl-N-(2-(4-nitro-1H-imidazol-1-yl)-2-phenylethyl)propan-1-amine), FC=1C=C2CCC(CC2=C(C1)F)N[C@H](C(=O)O)CCC ((S)-2-(6,8-Difluoro-1,2,3,4-tetrahydro-naphthalen-2-ylamino)-pentanoic acid). Yields the product CC(CNC[C@H](C1=CC=CC=C1)N1C=NC(=C1)NC([C@H](CCC)NC1CC2=C(C=C(C=C2CC1)F)F)=O)(C)C ((S)-2-(6,8-Difluoro-1,2,3,4-tetrahydro-naphthalen-2-ylamino)-pentanoic acid {(S)-1-[2-(2,2-dimethyl-propylamino)-1-phenyl-ethyl]-1H-imidazol-4-yl}-amide). Procedure details: (S)-2,2-dimethyl-N-(2-(4-nitro-1H-imidazol-1-yl)-2-phenylethyl)propan-1-amine was reduced and coupled with (S)-2-(6,8-Difluoro-1,2,3,4-tetrahydro-naphthalen-2-ylamino)-pentanoic acid (U.S. Ser. No. 11/078,898 filed Mar. 11, 2005) to afford the title compound: MS 538 m/z (M+1). Reaction SMILES: [CH3:1][C:2]([CH3:22])([CH3:21])[CH2:3][NH:4][CH2:5][C@@H:6]([N:13]1[CH:17]=[C:16]([N+:18]([O-])=O)[N:15]=[CH:14]1)[C:7]1[CH:12]=[CH:11][CH:10]=[CH:9][CH:8]=1.[F:23][C:24]1[CH:25]=[C:26]2[C:31](=[C:32]([F:34])[CH:33]=1)[CH2:30][CH:29]([NH:35][C@@H:36]([CH2:40][CH2:41][CH3:42])[C:37](O)=[O:38])[CH2:28][CH2:27]2>>[CH3:1][C:2]([CH3:22])([CH3:21])[CH2:3][NH:4][CH2:5][C@@H:6]([N:13]1[CH:17]=[C:16]([NH:18][C:37](=[O:38])[C@@H:36]([NH:35][CH:29]2[CH2:28][CH2:27][C:26]3[C:31](=[C:32]([F:34])[CH:33]=[C:24]([F:23])[CH:25]=3)[CH2:30]2)[CH2:40][CH2:41][CH3:42])[N:15]=[CH:14]1)[C:7]1[CH:12]=[CH:11][CH:10]=[CH:9][CH:8]=1. The reactants are N(C1=CC=CC=C1)C1=NC(=NC=C1Br)Cl (4-anilino-5-bromo-2-chloropyrimidine), C(C)OCC(COC1=CC=C(N)C=C1)O (4-[3-ethoxy-2-(hydroxy)propoxy]aniline). The product is N(C1=CC=CC=C1)C1=NC(=NC=C1Br)NC1=CC=C(C=C1)OCC(COCC)O (4-Anilino-5-bromo-2-{4-[3-ethoxy-2-(hydroxy)propoxy]anilino}pyrimidine). The yield is 21.0%. Reaction SMILES: [NH:1]([C:8]1[C:13]([Br:14])=[CH:12][N:11]=[C:10](Cl)[N:9]=1)[C:2]1[CH:7]=[CH:6][CH:5]=[CH:4][CH:3]=1.[CH2:16]([O:18][CH2:19][CH:20]([OH:30])[CH2:21][O:22][C:23]1[CH:29]=[CH:28][C:26]([NH2:27])=[CH:25][CH:24]=1)[CH3:17]>>[NH:1]([C:8]1[C:13]([Br:14])=[CH:12][N:11]=[C:10]([NH:27][C:26]2[CH:28]=[CH:29][C:23]([O:22][CH2:21][CH:20]([OH:30])[CH2:19][O:18][CH2:16][CH3:17])=[CH:24][CH:25]=2)[N:9]=1)[C:2]1[CH:7]=[CH:6][CH:5]=[CH:4][CH:3]=1. Procedure: Using an analogous method to that described in Example 136, but starting from 4-anilino-5-bromo-2-chloropyrimidine (Method 13) and 4-[3-ethoxy-2-(hydroxy)propoxy]aniline (obtained as described in J. Med. Chem., 1998, 41, 330-36), the product was obtained in 21% yield. NMR: 1.10 (t, 3H), 3.42 (m, 2H), 3.45 (q, 2H), 3.75-3.9 (m, 3H), 4.99 (d, 1H), 6.74 (d, 2H), 7.12 (t, 1H), 7.33 (dd, 2H), 7.44 (d, 2H), 7.60 (d, 2H), 8.15 (s, 1H), 9.10 (s, 1H); MS (MH+): 459.3, 461.4. The reactants are C(C1=CC=CC=C1)OC(NC(C)C=1N=C2N(C=CC=N2)C1I)=O ([1-(3-iodo-imidazo[1,2-a]pyrimidin-2-yl)-ethyl]-carbamic acid benzyl ester), CSC (dimethylsulfide), C(=O)(C(F)(F)F)O (TFA). Run at time 8 hour. Yields the product N1=C(C=CC=C1)C1=C(N=C2N1C=CC=N2)C(C)N (1-(3-pyridin-2-yl-imidazo[1,2-a]pyrimidin-2-yl)-ethylamine). Reaction SMILES: C(OC(=O)[NH:10][CH:11]([C:13]1[N:14]=[C:15]2[N:20]=[CH:19][CH:18]=[CH:17][N:16]2[C:21]=1I)[CH3:12])C1C=CC=CC=1.CSC.[C:27](O)([C:29](F)(F)F)=O>>[N:10]1[CH:29]=[CH:27][CH:21]=[CH:13][C:11]=1[C:21]1[N:16]2[CH:17]=[CH:18][CH:19]=[N:20][C:15]2=[N:14][C:13]=1[CH:11]([NH2:10])[CH3:12]. Reported procedure: A mixture of [1-(3-iodo-imidazo[1,2-a]pyrimidin-2-yl)-ethyl]-carbamic acid benzyl ester (900 mg, 2.4 mmol) and dimethylsulfide (0.9 mL) in TFA (4.5 mL) was stirred at rt overnight. The mixture was concentrated in vacuo, dissolved in EtOAc washed with satd. sodium bicarbonate solution, dried over sodium sulfate, filtered and concentrated in vacuo to provide 1-(3-pyridin-2-yl-imidazo[1,2-a]pyrimidin-2-yl)-ethylamine: LC-MS (ESI) m/z 240.0 [M+H]+. Starting materials: CC(=CO[Si](C)(C)C)C (ITSE), C(C1=CN=CC=C1)(=O)N (nicotinamide), B27, CC1=C(C(CCC1)(C)C)/C=C/C(=C/C=C/C(=C/C(=O)O)/C)/C (all-trans retinoic acid), C[C@@H]1C2[C@@H](CC(CN2CCNC(=O)CCCCCNC(=O)CCC3=CC=CC=C3)C)OC14CCC5C6CC=C7CC(=O)CCC7(C6CC5=C4C)C (KAAD-cyclopamine), C[C@@H](C(=O)N[C@@H](C1=CC=CC=C1)C(=O)OC(C)(C)C)NC(=O)CC2=CC(=CC(=C2)F)F (DAPT), CC[C@H](C)[C@@H](C(=O)N[C@@H](CCC(=O)O)C(=O)N[C@@H](CC1=CNC2=C1C=CC=C2)C(=O)N[C@@H](CC(C)C)C(=O)N[C@@H](CCCCN)C(=O)N[C@@H](CC(=O)N[C@H]3[C@@H]([C@H]([C@@H]([C@H](O3)CO)O[C@H]4[C@@H]([C@H]([C@H]([C@H](O4)CO[C@@]5(C[C@@H]([C@H]([C@@H](O5)C[C@@H]([C@@H](CO)O)O)NC(=O)C)O)C(=O)O)O)O)O)O)NC(=O)C)C(=O)NCC(=O)NCC(=O)N6CCC[C@H]6C(=O)N[C@@H](CO)C(=O)N[C@@H](CO)C(=O)NCC(=O)N[C@@H](C)C(=O)N7CCC[C@H]7C(=O)N8CCC[C@H]8C(=O)N9CCC[C@H]9C(=O)N[C@@H](CO)C(=O)N)NC(=O)[C@H](CC=1C=CC=CC1)NC(=O)[C@H](CC(C)C)NC(=O)[C@H](CCCNC(=N)N)NC(=O)[C@H](C(C)C)NC(=O)[C@H](C)NC(=O)[C@H](CCC(=O)O)NC(=O)[C@H](CCC(=O)O)NC(=O)[C@H](CCC(=O)O)NC(=O)[C@H](CCSC)NC(=O)[C@H](CCC(=O)N)NC(=O)[C@H](CCCCN)NC(=O)[C@H](CO)NC(=O)[C@H](CC(C)C)NC(=O)[C@H](CC(=O)O)NC(=O)[C@H](CO)NC(=O)[C@H]([C@@H](C)O)NC(=O)[C@H](CC=1C=CC=CC1)NC(=O)[C@H]([C@@H](C)O)NC(=O)CNC(=O)[C@H](CCC(=O)O)NC(=O)CNC(=O)[C@H](CC1=CN=CN1)N (exendin-4), C[C@@H](C(=O)N[C@@H](C1=CC=CC=C1)C(=O)OC(C)(C)C)NC(=O)CC2=CC(=CC(=C2)F)F (DAPT), ascorbic-acid 2-phosphate, CC[C@H](C)[C@@H](C(=O)N[C@@H](CCC(=O)O)C(=O)N[C@@H](CC1=CNC2=C1C=CC=C2)C(=O)N[C@@H](CC(C)C)C(=O)N[C@@H](CCCCN)C(=O)N[C@@H](CC(=O)N[C@H]3[C@@H]([C@H]([C@@H]([C@H](O3)CO)O[C@H]4[C@@H]([C@H]([C@H]([C@H](O4)CO[C@@]5(C[C@@H]([C@H]([C@@H](O5)C[C@@H]([C@@H](CO)O)O)NC(=O)C)O)C(=O)O)O)O)O)O)NC(=O)C)C(=O)NCC(=O)NCC(=O)N6CCC[C@H]6C(=O)N[C@@H](CO)C(=O)N[C@@H](CO)C(=O)NCC(=O)N[C@@H](C)C(=O)N7CCC[C@H]7C(=O)N8CCC[C@H]8C(=O)N9CCC[C@H]9C(=O)N[C@@H](CO)C(=O)N)NC(=O)[C@H](CC=1C=CC=CC1)NC(=O)[C@H](CC(C)C)NC(=O)[C@H](CCCNC(=N)N)NC(=O)[C@H](C(C)C)NC(=O)[C@H](C)NC(=O)[C@H](CCC(=O)O)NC(=O)[C@H](CCC(=O)O)NC(=O)[C@H](CCC(=O)O)NC(=O)[C@H](CCSC)NC(=O)[C@H](CCC(=O)N)NC(=O)[C@H](CCCCN)NC(=O)[C@H](CO)NC(=O)[C@H](CC(C)C)NC(=O)[C@H](CC(=O)O)NC(=O)[C@H](CO)NC(=O)[C@H]([C@@H](C)O)NC(=O)[C@H](CC=1C=CC=CC1)NC(=O)[C@H]([C@@H](C)O)NC(=O)CNC(=O)[C@H](CCC(=O)O)NC(=O)CNC(=O)[C@H](CC1=CN=CN1)N (exendin-4), C(C1=CN=CC=C1)(=O)N (nicotinamide), CC(=CO[Si](C)(C)C)C (ITSE), C[C@@H]1C2[C@@H](CC(CN2CCNC(=O)CCCCCNC(=O)CCC3=CC=CC=C3)C)OC14CCC5C6CC=C7CC(=O)CCC7(C6CC5=C4C)C (KAAD-cyclopamine), CC(=CO[Si](C)(C)C)C (ITSE). Product: O=C[C@H](O)[C@@H](O)[C@H](O)[C@H](O)CO (glucose). As a reaction SMILES: CC(C)=CO[Si](C)(C)C.C[C@H]1C2(C(C)=C3C(C4C(C3)C3(C)C(CC(CC3)=O)=CC4)CC2)O[C@@H]2CC(C)CN(CCNC(CCCCCNC(CCC3C=CC=CC=3)=O)=O)C12.CC1CCCC(C)(C)C=1/C=C/C(/C)=C/C=C/C(/C)=C/C(O)=O.C[C@H](NC(CC1C=C(F)C=C(F)C=1)=O)C(N[C@H](C(OC(C)(C)C)=O)C1C=CC=CC=1)=O.CC[C@@H]([C@H](NC([C@@H](NC([C@@H](NC([C@@H](NC([C@@H](NC([C@@H](NC([C@@H](NC([C@@H](NC([C@@H](NC([C@@H](NC([C@@H](NC([C@@H](NC([C@@H](NC([C@@H](NC([C@@H](NC([C@@H](NC([C@@H](NC([C@@H](NC([C@@H](NC(CNC([C@@H](NC(CNC([C@@H](N)CC1NC=NC=1)=O)=O)CCC(O)=O)=O)=O)[C@H](O)C)=O)CC1C=CC=CC=1)=O)[C@H](O)C)=O)CO)=O)CC(O)=O)=O)CC(C)C)=O)CO)=O)CCCCN)=O)CCC(N)=O)=O)CCSC)=O)CCC(O)=O)=O)CCC(O)=O)=O)CCC(O)=O)=O)C)=O)C(C)C)=O)CCCNC(N)=N)=O)CC(C)C)=O)CC1C=CC=CC=1)=O)C(N[C@H](C(N[C@H](C(N[C@H](C(N[C@H](C(N[C@H](C(NCC(NCC(N1[C@H](C(N[C@H](C(N[C@H](C(NCC(N[C@H](C(N2[C@H](C(N3[C@H](C(N4[C@H](C(N[C@H](C(N)=O)CO)=O)CCC4)=O)CCC3)=O)CCC2)=O)C)=O)=O)CO)=O)CO)=O)CCC1)=O)=O)=O)CC(N[C@@H]1O[C@H](CO)[C@@H]([O:175][C@@H:176]2[O:181][C@H:180]([CH2:182][O:183][C@@]3(C(O)=O)O[C@@H](C[C@H](O)[C@H](O)CO)[C@H](NC(C)=O)[C@@H](O)C3)[C@H:179]([OH:205])[C@H:178]([OH:206])[C@H:177]2[OH:207])[C@H](O)[C@H]1NC(C)=O)=O)=O)CCCCN)=O)CC(C)C)=O)CC1C2C=CC=CC=2NC=1)=O)CCC(O)=O)=O)C.C(N)(=O)C1C=CC=NC=1>>[O:175]=[CH:176][C@@H:177]([C@H:178]([C@@H:179]([C@@H:180]([CH2:182][OH:183])[OH:181])[OH:205])[OH:206])[OH:207]. Reported procedure: Cells were reprogrammed according to Example 11, and were then cultured in DMEM/F12, 100 ng/ml activin A, 25 ng/ml Wnt3a, 0.01% recombinant HSA, 1×ITSE for 1 day, followed by DMEM/F12, 100 ng/ml activin A, 0.01% recombinant HSA, 1×ITSE for 2 days, followed by DMEM/F12, 50 ng/ml FGF10, 0.25 μM KAAD-cyclopamine, 0.01% recombinant HSA, 1×ITSE for 3 days, followed by DMEM/F12, 1% B27, 2 μM all-trans retinoic acid, 50 ng/ml FGF10, 0.25 μM KAAD-cyclopamine for 4 days, followed by DMEM/F12, 1% B27, 1 μ... Reactants: N1C=C(C2=CC=CC=C12)CCCNCCOC1=C(C(=CC=C1)[N+](=O)[O-])N (2-{2-[3-(1H-indol-3-yl)-propylamino]-ethoxy}-6-nitro-phenylamine). Reagents/catalysts: [Pd] (palladium on carbon). The solvent is C(C)O (ethanol). Conditions: time 4 hour. Yields the product N1C=C(C2=CC=CC=C12)CCCNCCOC1=C(C(=CC=C1)N)N (3-{2-[3-(1H-Indol-3-yl)-propylamino]-ethoxy}-benzene-1,2-diamine). The yield is 89.8%. Reaction SMILES: [NH:1]1[C:9]2[C:4](=[CH:5][CH:6]=[CH:7][CH:8]=2)[C:3]([CH2:10][CH2:11][CH2:12][NH:13][CH2:14][CH2:15][O:16][C:17]2[CH:22]=[CH:21][CH:20]=[C:19]([N+:23]([O-])=O)[C:18]=2[NH2:26])=[CH:2]1>C(O)C.[Pd]>[NH:1]1[C:9]2[C:4](=[CH:5][CH:6]=[CH:7][CH:8]=2)[C:3]([CH2:10][CH2:11][CH2:12][NH:13][CH2:14][CH2:15][O:16][C:17]2[CH:22]=[CH:21][CH:20]=[C:19]([NH2:23])[C:18]=2[NH2:26])=[CH:2]1. Procedure details: To a solution of the 2-{2-[3-(1H-indol-3-yl)-propylamino]-ethoxy}-6-nitro-phenylamine (1.9 g, 5.39 mmol) in ethanol (40 ml) was added 5% palladium on carbon (0.5 g) under nitrogen. The resulting slurry was hydrogenated under 40 psi for 4 hours. The catalyst was removed by filtration and the ethanol evaporated to afford the crude product. Purification by chromatography (3-10% 2N ammonia methanol in methylene chloride) gave 1.57 g (90.6%) of product as a brown oil. 1H NMR (400 MHZ, DMSO-d6), δ1.79... Reactants: ClC1=NC(=NC(=C1)OC)OC (4-chloro-2,6-dimethoxy-pyrimidine), C1CN2CCN1CC2 (DABCO), C([O-])([O-])=O.[K+].[K+] (potassium carbonate), C(CC(O)(C(=O)O)CC(=O)O)(=O)O (citric acid). The solvent is O (water). Product: COC1=NC(=CC(=N1)O)OC (2,6-Dimethoxypyrimidin-4-ol). Isolated yield 34.3%. Reaction SMILES: Cl[C:2]1[CH:7]=[C:6]([O:8][CH3:9])[N:5]=[C:4]([O:10][CH3:11])[N:3]=1.C1N2CCN(CC2)C1.C(=O)([O-])[O-:21].[K+].[K+].C(O)(=O)CC(CC(O)=O)(C(O)=O)O>O>[CH3:11][O:10][C:4]1[N:3]=[C:2]([OH:21])[CH:7]=[C:6]([O:8][CH3:9])[N:5]=1 |f:2.3.4|. Reported procedure: A suspension of 4-chloro-2,6-dimethoxy-pyrimidine (4.9 g, 28 mmol), DABCO (6.4 g, 57 mmol) and potassium carbonate (13.8 g, 100 mmol) was refluxed in water (150 ml) for one hour. The mixture was cooled acidified with 5% citric acid and extracted three times with ethyl acetate and three times with DCM with about 105 THF and 10% MeOH. The combined organic phases were dried and evaporated which gave the title compound (1.5 g, 34%), (M+H)+1 157.